From a dataset of the Open Reaction Database (ORD), a public repository of structured organic reaction records. describe an organic reaction: reactants, conditions, products, and yield Solvent: CCO (EtOH), CCO (EtOH), O (water). The reactants are O=C1N(C(C2=CC=CC=C12)=O)CCN1C(C(=C(C2=NC=C(C=C12)CC1=CC=C(C=C1)F)O)C(=O)OCC)=O (ethyl 1-[2-(1,3-dioxo-1,3-dihydro-2H-isoindol-2-yl)ethyl]-7-[(4-fluorophenyl)methyl]-4-hydroxy-2-oxo-1,2-dihydro-1,5-naphthyridine-3-carboxylate), O1C(CCC1)CN (1-(tetrahydro-2-furanyl)methanamine), NN (hydrazine). Product: NCCN1C(C(=C(C2=NC=C(C=C12)CC1=CC=C(C=C1)F)O)C(=O)NCC1OCCC1)=O (1-(2-aminoethyl)-7-[(4-fluorophenyl)methyl]-4-hydroxy-2-oxo-N-(tetrahydro-2-furanylmethyl)-1,2-dihydro-1,5-naphthyridine-3-carboxamide). RXN SMILES: O=C1C2C(=CC=CC=2)C(=O)[N:3]1[CH2:12][CH2:13][N:14]1[C:23]2[C:18](=[N:19][CH:20]=[C:21]([CH2:24][C:25]3[CH:30]=[CH:29][C:28]([F:31])=[CH:27][CH:26]=3)[CH:22]=2)[C:17]([OH:32])=[C:16]([C:33](OCC)=[O:34])[C:15]1=[O:38].[O:39]1[CH2:43][CH2:42][CH2:41][CH:40]1[CH2:44][NH2:45].NN>CCO.O>[NH2:3][CH2:12][CH2:13][N:14]1[C:23]2[C:18](=[N:19][CH:20]=[C:21]([CH2:24][C:25]3[CH:26]=[CH:27][C:28]([F:31])=[CH:29][CH:30]=3)[CH:22]=2)[C:17]([OH:32])=[C:16]([C:33]([NH:45][CH2:44][CH:40]2[CH2:41][CH2:42][CH2:43][O:39]2)=[O:34])[C:15]1=[O:38]. Reaction conditions: time 8 hour. Procedure details: A solution of ethyl 1-[2-(1,3-dioxo-1,3-dihydro-2H-isoindol-2-yl)ethyl]-7-[(4-fluorophenyl)methyl]-4-hydroxy-2-oxo-1,2-dihydro-1,5-naphthyridine-3-carboxylate (0.252 g, 0.49 mmol) in EtOH (15 mL) under nitrogen was treated with 1-(tetrahydro-2-furanyl)methanamine (0.252 mL, 2.44 mmol) for 15 min.@150° C. in a microwave vessel. The reaction was transferred to a test tube, diluted with EtOH (30 mL), and treated with hydrazine (0.4 mL, 13 mmol)@50° C. overnight. After the reaction was cooled to amb... Reactants: O=C([O-])[O-], C=CCOC(=O)C1(C)CCC(OC(=O)C=Cc2ccc(OC(C)=O)c(OC)c2)CC1, CO, Cl, [K+], [K+]. Yields the product C=CCOC(=O)C1(C)CCC(OC(=O)C=Cc2ccc(O)c(OC)c2)CC1. RXN SMILES: [C:1](=[O:2])([O-:3])[O-:4].[C:7](=[O:8])([CH3:9])[O:10][c:11]1[c:12]([O:35][CH3:36])[cH:13][c:14]([CH:15]=[CH:16][C:17](=[O:18])[O:19][CH:20]2[CH2:21][CH2:22][C:23]([C:26](=[O:27])[O:28][CH2:29][CH:30]=[CH2:31])([CH3:32])[CH2:24][CH2:25]2)[cH:33][cH:34]1.[CH3:38][OH:39].[ClH:37].[K+:5].[K+:6]>>[OH:10][c:11]1[c:12]([O:35][CH3:36])[cH:13][c:14]([CH:15]=[CH:16][C:17](=[O:18])[O:19][CH:20]2[CH2:21][CH2:22][C:23]([C:26](=[O:27])[O:28][CH2:29][CH:30]=[CH2:31])([CH3:32])[CH2:24][CH2:25]2)[cH:33][cH:34]1. The reactants are [K] (potassium), BrCC(=O)NC1=C(C=C(C=C1)C(C1=CN=CN1C)(O)C1=CC=C(C=C1)Cl)C(O)C1=CC(=CC=C1)Cl (2-bromo-N-[2-[(3-chlorophenyl)hydroxymethyl]-4-[(4-chlorophenyl)hydroxy(1-methyl-1H-imidazol-5-yl)methyl]phenyl]-acetamide). Solvent: CC(C)O (2-propanol), CC(C)O (2-propanol). Reaction conditions: time 48 hour. The product is ClC=1C=C(C=CC1)C1OCC(NC2=C1C=C(C=C2)C(C2=CN=CN2C)(O)C2=CC=C(C=C2)Cl)=O (5-(3-chlorophenyl)-7-[(4-chlorophenyl)hydroxy(1-methyl-1H-imidazol-5-yl)methyl]-1,5-dihydro-4,1-benzoxazepin-2(3H)-one). Yield: 10.7%. RXN SMILES: [K].Br[CH2:3][C:4]([NH:6][C:7]1[CH:12]=[CH:11][C:10]([C:13]([C:21]2[CH:26]=[CH:25][C:24]([Cl:27])=[CH:23][CH:22]=2)([OH:20])[C:14]2[N:18]([CH3:19])[CH:17]=[N:16][CH:15]=2)=[CH:9][C:8]=1[CH:28]([C:30]1[CH:35]=[CH:34][CH:33]=[C:32]([Cl:36])[CH:31]=1)[OH:29])=[O:5]>CC(O)C>[Cl:36][C:32]1[CH:31]=[C:30]([CH:28]2[C:8]3[CH:9]=[C:10]([C:13]([C:21]4[CH:26]=[CH:25][C:24]([Cl:27])=[CH:23][CH:22]=4)([OH:20])[C:14]4[N:18]([CH3:19])[CH:17]=[N:16][CH:15]=4)[CH:11]=[CH:12][C:7]=3[NH:6][C:4](=[O:5])[CH2:3][O:29]2)[CH:35]=[CH:34][CH:33]=1 |^1:0|. Procedure: 2-methyl, 2-propanol, potassium salt (0.044 mol) was added to a mixture of intermediate (2) (0.011 mol) in 2-propanol (160 ml). The mixture was stirred for 48 hours, hydrolized and extracted with DCM and methanol. The organic layer was separated, dried (MgSO4), filtered and the solvent was evaporated till dryness. The residue (4.1 g) was purified by column chromatography over silica gel (eluent: toluene/2-propanol/NH4OH 90/10/1 and 85/15/1; 15–40 μm). The pure fractions were collected and the so... Starting materials: Cc1ccc(C)cc1, CNC(C)O, O=C(O)C(F)(F)F. Yields the product CC(O)N(C)C(=O)C(F)(F)F. Reaction SMILES: [CH3:13][c:14]1[cH:15][cH:16][c:17]([CH3:18])[cH:19][cH:20]1.[CH3:8][NH:9][CH:10]([CH3:11])[OH:12].[OH:1][C:2](=[O:3])[C:4]([F:5])([F:6])[F:7]>>[O:1]=[C:2]([C:4]([F:5])([F:6])[F:7])[N:9]([CH3:8])[CH:10]([CH3:11])[OH:12].